From a dataset of the Open Reaction Database (ORD), a public repository of structured organic reaction records. describe an organic reaction: reactants, conditions, products, and yield The reactants are FC1=CC=C(CN2C(C=3N(CC2)C2=C(C3OCC3=CC=CC=C3)C(N(C=C2C)C)=O)=O)C=C1 (8-(4-fluorobenzyl)-10-benzyloxy-2,4-dimethyl-7,8-dihydropyrido-[3′,4′:4,5]pyrrolo[1,2-a]pyrazine-1,9(2H,6H)-dione). Reagents/catalysts: [OH-].[OH-].[Pd+2] (Pearlman's catalyst). The solvent is C(C)O (ethanol). Reaction conditions: time 1 hour. The product is FC1=CC=C(CN2C(C=3N(CC2)C2=C(C3O)C(N(C=C2C)C)=O)=O)C=C1 (8-(4-Fluorobenzyl)-10-hydroxy-2,4-dimethyl-7,8-dihydropyrido-[3′,4′:4,5]pyrrolo[1,2-a]pyrazine-1,9(2H,6H)-dione). As a reaction SMILES: [F:1][C:2]1[CH:33]=[CH:32][C:5]([CH2:6][N:7]2[CH2:12][CH2:11][N:10]3[C:13]4[C:27]([CH3:28])=[CH:26][N:25]([CH3:29])[C:24](=[O:30])[C:14]=4[C:15]([O:16]CC4C=CC=CC=4)=[C:9]3[C:8]2=[O:31])=[CH:4][CH:3]=1>[OH-].[OH-].[Pd+2].C(O)C>[F:1][C:2]1[CH:3]=[CH:4][C:5]([CH2:6][N:7]2[CH2:12][CH2:11][N:10]3[C:13]4[C:27]([CH3:28])=[CH:26][N:25]([CH3:29])[C:24](=[O:30])[C:14]=4[C:15]([OH:16])=[C:9]3[C:8]2=[O:31])=[CH:32][CH:33]=1 |f:1.2.3|. Reported procedure: A mixture of 8-(4-fluorobenzyl)-10-benzyloxy-2,4-dimethyl-7,8-dihydropyrido-[3′,4′:4,5]pyrrolo[1,2-a]pyrazine-1,9(2H,6H)-dione (27 mg, 0.06 mmol) and Pearlman's catalyst (2.5 mg, 20% Pd(OH)2 on carbon) in ethanol (5 mL) was stirred under an atmosphere of hydrogen gas (1 atm) at room temperature for 1 hr. The reaction product precipitated out of solution. The suspension was treated with chloroform, and the mixture was filtered through a pad of Celite. The filtrate was concentrated under vacuum, a... Reactants: ClC1=CC=C(C=N1)O (6-chloropyridin-3-ol), C(C)(C)(C)OC(=O)N1C[C@H]([C@H](CC1)O)F (cis(±)tert-butyl-3-fluoro-4-hydroxypiperidine-1-carboxylate). The product is C(C)(C)(C)OC(=O)N1C[C@H]([C@@H](CC1)OC=1C=NC(=CC1)Cl)F (trans(±)-tert-butyl-4-((6-chloropyridin-3-yl)oxy)-3-fluoropiperidine-1-carboxylate). RXN SMILES: [Cl:1][C:2]1[N:7]=[CH:6][C:5]([OH:8])=[CH:4][CH:3]=1.[C:9]([O:13][C:14]([N:16]1[CH2:21][CH2:20][C@H:19](O)[C@H:18]([F:23])[CH2:17]1)=[O:15])([CH3:12])([CH3:11])[CH3:10]>>[C:9]([O:13][C:14]([N:16]1[CH2:21][CH2:20][C@@H:19]([O:8][C:5]2[CH:6]=[N:7][C:2]([Cl:1])=[CH:3][CH:4]=2)[C@H:18]([F:23])[CH2:17]1)=[O:15])([CH3:12])([CH3:10])[CH3:11]. Reported procedure: The title compound was prepared by following the similar procedure as described in Intermediate-6 using 6-chloropyridin-3-ol and cis(±)tert-butyl-3-fluoro-4-hydroxypiperidine-1-carboxylate; MS: 353.2 (M+23). Starting materials: [N+](=O)([O-])C=1C=NC=CC1NCC1(CCOCC1)C1=CC=C(C=C1)OCCCN1CCCC1 ((3-Nitro-pyridin-4-yl)-{4-[4-(3-pyrrolidin-1-yl-propoxy)-phenyl]-tetrahydro-pyran-4-ylmethyl}-amine). Reagents/catalysts: [Pd] (Pd/C). The solvent is C(C)O (ethanol). Yields the product N1(CCCC1)CCCOC1=CC=C(C=C1)C1(CCOCC1)CNC1=C(C=NC=C1)N (N*4*-{4-[4-(3-Pyrrolidin-1-yl-propoxy)-phenyl]-tetrahydro-pyran-4-ylmethyl}-pyridine-3,4-diamine). Yield: 36.8%. As a reaction SMILES: [N+:1]([C:4]1[CH:5]=[N:6][CH:7]=[CH:8][C:9]=1[NH:10][CH2:11][C:12]1([C:18]2[CH:23]=[CH:22][C:21]([O:24][CH2:25][CH2:26][CH2:27][N:28]3[CH2:32][CH2:31][CH2:30][CH2:29]3)=[CH:20][CH:19]=2)[CH2:17][CH2:16][O:15][CH2:14][CH2:13]1)([O-])=O>C(O)C.[Pd]>[N:28]1([CH2:27][CH2:26][CH2:25][O:24][C:21]2[CH:22]=[CH:23][C:18]([C:12]3([CH2:11][NH:10][C:9]4[CH:8]=[CH:7][N:6]=[CH:5][C:4]=4[NH2:1])[CH2:17][CH2:16][O:15][CH2:14][CH2:13]3)=[CH:19][CH:20]=2)[CH2:32][CH2:31][CH2:30][CH2:29]1. Procedure: A solution of (3-Nitro-pyridin-4-yl)-{4-[4-(3-pyrrolidin-1-yl-propoxy)-phenyl]-tetrahydro-pyran-4-ylmethyl}-amine (200 mg, 0.45 mmol) in ethanol (˜5 mL) was hydrogenated for 4 hours at room temperature at 40 psi in the presence of 10% Pd/C (20 mg, 10% w/w). The reaction mixture was filtered over Arbocel® and rinsed with ethanol. The filtrate was concentrated in vacuo to give a brown oily residue. The crude product was purified by flash chromatography on silica gel eluting with dichloromethane:me... The reactants are COC(CCCCCCCN1C(SC2=C1C=CC=C2)=O)=O (8-(2-oxo-benzthiazolin-3-yl)-caprylic acid methyl ester), [OH-].[Na+] (NaOH). Product: O=C1SC2=C(N1CCCCCCCC(=O)O)C=CC=C2 (8-(2-Oxo-benzthiazolin-3-yl)-caprylic acid). RXN SMILES: C[O:2][C:3](=[O:21])[CH2:4][CH2:5][CH2:6][CH2:7][CH2:8][CH2:9][CH2:10][N:11]1[C:15]2[CH:16]=[CH:17][CH:18]=[CH:19][C:14]=2[S:13][C:12]1=[O:20].[OH-].[Na+]>>[O:20]=[C:12]1[N:11]([CH2:10][CH2:9][CH2:8][CH2:7][CH2:6][CH2:5][CH2:4][C:3]([OH:21])=[O:2])[C:15]2[CH:16]=[CH:17][CH:18]=[CH:19][C:14]=2[S:13]1 |f:1.2|. Procedure details: The product is produced as described in example 22 from 20 g. of 8-(2-oxo-benzthiazolin-3-yl)-caprylic acid methyl ester and 2.6 g. of NaOH.